This data is from the Open Reaction Database (ORD), a public repository of structured organic reaction records. The task is: describe an organic reaction: reactants, conditions, products, and yield Starting materials: [OH-].[Na+] (sodium hydroxide), [N+](=O)([O-])C1=CC=C(C=C1)Cl (p-nitrochlorobenzene), C(=O)NC1=CC=CC=C1 (formanilide), C([O-])([O-])=O.[K+].[K+] (potassium carbonate). The solvent is O (water), C=1(C(=CC=CC1)C)C (xylene). Run at temperature 205 celsius, time 4 hour. Yields the product C1=CC=C(C=C1)NC2=CC=C(C=C2)[N+](=O)[O-] (4-nitrodiphenylamine). Reaction SMILES: [N+:1]([C:4]1[CH:9]=[CH:8][C:7](Cl)=[CH:6][CH:5]=1)([O-:3])=[O:2].C([NH:13][C:14]1[CH:19]=[CH:18][CH:17]=[CH:16][CH:15]=1)=O.C(=O)([O-])[O-].[K+].[K+].[OH-].[Na+]>O.C1(C)C(C)=CC=CC=1>[CH:17]1[CH:18]=[CH:19][C:14]([NH:13][C:7]2[CH:8]=[CH:9][C:4]([N+:1]([O-:3])=[O:2])=[CH:5][CH:6]=2)=[CH:15][CH:16]=1 |f:2.3.4,5.6|. Procedure: To a charge of 157 grams of p-nitrochlorobenzene (1 mole), 169 grams of formanilide (1.4 moles) and 50 grams of xylene at 180° C. is fed over a period of about 4 hours a solution of 58 grams of potassium carbonate (0.42 mole) and 22.5 grams of sodium hydroxide (0.56 mole) in 120 grams of water. Water is removed concurrently from the reaction mixture with the addition of the aforesaid solution. The temperature of the reaction mixture is then raised to 205° C. and heated at such temperature for 11... Reactants: C(C=C)Br (allyl bromide), C([O-])([O-])=O.[K+].[K+] (potassium carbonate), [I-].[Na+] (sodium iodide), C(CCC1=CC=C(O)C=C1)(=O)OCC (ethyl phloretate). The solvent is CC(=O)C (acetone). Yields the product C(C=C)OC1=CC=C(C=C1)CCC(=O)OCC (ethyl 3-(4-allyloxyphenyl)propionate). As a reaction SMILES: [C:1]([O:12][CH2:13][CH3:14])(=[O:11])[CH2:2][CH2:3][C:4]1[CH:10]=[CH:9][C:7]([OH:8])=[CH:6][CH:5]=1.[CH2:15](Br)[CH:16]=[CH2:17].C(=O)([O-])[O-].[K+].[K+].[I-].[Na+]>CC(C)=O>[CH2:17]([O:8][C:7]1[CH:9]=[CH:10][C:4]([CH2:3][CH2:2][C:1]([O:12][CH2:13][CH3:14])=[O:11])=[CH:5][CH:6]=1)[CH:16]=[CH2:15] |f:2.3.4,5.6|. Reported procedure: 38.8 g (0.2 mol) of ethyl phloretate (prepared from commercial phloretic acid (e.g. Merck, D-64271 Darmstadt, DE) by esterification with ethanol) were dissolved in 20 ml of acetone, and 36.3 g (0.3 mol) of allyl bromide, 48.3 g (0.35 mol) of potassium carbonate and 0.05 g of sodium iodide were added. The mixture was heated at reflux for 7 h and cooled, and the excess of carbonate was filtered off. Concentration of the filtrate gave ethyl 3-(4-allyloxyphenyl)propionate, which was hydrolyzed in cu... Starting materials: BrCC1CC1, O=C([O-])[O-], COCn1c(C(N)=O)cc2cccc(NS(=O)(=O)c3cccs3)c21, CN(C)C=O, CCOC(C)=O, [K+], [K+]. Product: COCn1c(C(N)=O)cc2cccc(N(CC3CC3)S(=O)(=O)c3cccs3)c21. RXN SMILES: [Br:25][CH2:26][CH:27]1[CH2:28][CH2:29]1.[C:30](=[O:31])([O-:32])[O-:33].[CH3:1][O:2][CH2:3][n:4]1[c:5]([C:22](=[O:23])[NH2:24])[cH:6][c:7]2[cH:8][cH:9][cH:10][c:11]([NH:13][S:14](=[O:15])(=[O:16])[c:17]3[s:18][cH:19][cH:20][cH:21]3)[c:12]12.[CH3:36][N:37]([CH3:38])[CH:39]=[O:40].[CH3:41][CH2:42][O:43][C:44](=[O:45])[CH3:46].[K+:34].[K+:35]>>[CH3:1][O:2][CH2:3][n:4]1[c:5]([C:22](=[O:23])[NH2:24])[cH:6][c:7]2[cH:8][cH:9][cH:10][c:11]([N:13]([S:14](=[O:15])(=[O:16])[c:17]3[s:18][cH:19][cH:20][cH:21]3)[CH2:26][CH:27]3[CH2:28][CH2:29]3)[c:12]12. The reactants are O=[O+][O-] (ozone), O=[O+][O-] (ozone), C(C=CC)C1C(C2=CC(=CC=C2C1(C)C)F)=O ((RS)-2-(2-buten-1-yl)-6-fluoro-3,3-dimethyl-1-indanone). Run in ClCCl (dichloromethane), CO (methanol). Run at time 30 minute. Yields the product O=CCC1C(C2=CC(=CC=C2C1(C)C)F)=O ((RS)-2-(2-oxoethyl)-6-fluoro-3,3-dimethyl-1-indanone). Isolated yield 95.0%. As a reaction SMILES: [O:1]=[O+][O-].[CH2:4]([CH:8]1[C:16]([CH3:18])([CH3:17])[C:15]2[C:10](=[CH:11][C:12]([F:19])=[CH:13][CH:14]=2)[C:9]1=[O:20])[CH:5]=CC>ClCCl.CO>[O:1]=[CH:5][CH2:4][CH:8]1[C:16]([CH3:18])([CH3:17])[C:15]2[C:10](=[CH:11][C:12]([F:19])=[CH:13][CH:14]=2)[C:9]1=[O:20]. Reported procedure: An ozone stream (1.5 g ozone/hour) was conducted for 30 minutes while stirring through a solution, cooled to -70°, of 3.38 g of (RS)-2-(2-buten-1-yl)-6-fluoro-3,3-dimethyl-1-indanone in 75 ml of anhydrous dichloromethane and 15 ml of anhydrous methanol. Subsequently, the mixture was flushed with oxygen for 5 minutes and with argon for 10 minutes. After the addition of 1.6 ml of dimethyl sulfide, the mixture was stirred at room temperature for 17 hours. The reaction mixture was evaporated in a va... Reactants: BrCc1ccccc1, CC(=O)OC12ON(CC3C1N3C(C)=O)c1cc(C=O)cc(O)c1C2COC(N)=O, O=C([O-])[O-], CC(C)=O, [K+], [K+]. Yields the product CC(=O)OC12ON(CC3C1N3C(C)=O)c1cc(C=O)cc(OCc3ccccc3)c1C2COC(N)=O. Reaction SMILES: [Br:36][CH2:37][c:38]1[cH:39][cH:40][cH:41][cH:42][cH:43]1.[C:1]([CH3:2])(=[O:3])[O:4][C:5]12[CH:6]([CH2:25][O:26][C:27]([NH2:28])=[O:29])[c:7]3[c:8]([OH:24])[cH:9][c:10]([CH:22]=[O:23])[cH:11][c:12]3[N:13]([CH2:14][CH:15]3[N:16]([C:18]([CH3:19])=[O:20])[CH:17]13)[O:21]2.[C:30](=[O:31])([O-:32])[O-:33].[CH3:44][C:45](=[O:46])[CH3:47].[K+:34].[K+:35]>>[C:1]([CH3:2])(=[O:3])[O:4][C:5]12[CH:6]([CH2:25][O:26][C:27]([NH2:28])=[O:29])[c:7]3[c:8]([O:24][CH2:37][c:38]4[cH:39][cH:40][cH:41][cH:42][cH:43]4)[cH:9][c:10]([CH:22]=[O:23])[cH:11][c:12]3[N:13]([CH2:14][CH:15]3[N:16]([C:18]([CH3:19])=[O:20])[CH:17]13)[O:21]2. Reactants: CCOC(=O)c1cc2ccc(CBr)cc2o1, O=C([O-])[O-], C1COCCN1, CC(C)=O, [K+], [K+], C1COCCOCCOCCOCCOCCO1. Yields the product CCOC(=O)c1cc2ccc(CN3CCOCC3)cc2o1. As a reaction SMILES: [Br:31][CH2:32][c:33]1[cH:34][c:35]2[c:36]([cH:37][c:38]([C:40](=[O:41])[O:42][CH2:43][CH3:44])[o:39]2)[cH:45][cH:46]1.[C:1](=[O:2])([O-:3])[O-:4].[CH2:7]1[CH2:8][O:9][CH2:10][CH2:11][NH:12]1.[CH3:47][C:48](=[O:49])[CH3:50].[K+:5].[K+:6].[O:13]1[CH2:14][CH2:15][O:16][CH2:17][CH2:18][O:19][CH2:20][CH2:21][O:22][CH2:23][CH2:24][O:25][CH2:26][CH2:27][O:28][CH2:29][CH2:30]1>>[CH2:7]1[CH2:8][O:9][CH2:10][CH2:11][N:12]1[CH2:32][c:33]1[cH:34][c:35]2[c:36]([cH:37][c:38]([C:40](=[O:41])[O:42][CH2:43][CH3:44])[o:39]2)[cH:45][cH:46]1. Reactants: NC1=NC(=CC(=C1)CNC(=O)C1CCCC1)N (cyclopentanecarboxylic acid (2,6-diamino-pyridin-4-ylmethyl)-amide), C1(=C(C(=CC(=C1)C)C)S(=O)(=O)NO)C (o-mesitylene-sulfonylhydroxylamine), CC1=CC=C(O1)C=O (5-methyl-2-furaldehyde). The product is NC1=CC(=CC=2N1N=C(N2)C=2OC(=CC2)C)CNC(=O)C2CCCC2 (Cyclopentanecarboxylic Acid [5-Amino-2-(5-methyl-furan-2-yl)-[1,2,4]triazolo[1,5-a]pyridin-7-ylmethyl]-amide). Yield: 27.0%. RXN SMILES: [NH2:1][C:2]1[CH:7]=[C:6]([CH2:8][NH:9][C:10]([CH:12]2[CH2:16][CH2:15][CH2:14][CH2:13]2)=[O:11])[CH:5]=[C:4]([NH2:17])[N:3]=1.C1(C)C=C(C)C=C(C)C=1S([NH:29]O)(=O)=O.[CH3:32][C:33]1[O:37][C:36]([CH:38]=O)=[CH:35][CH:34]=1>>[NH2:17][C:4]1[N:3]2[N:29]=[C:38]([C:36]3[O:37][C:33]([CH3:32])=[CH:34][CH:35]=3)[N:1]=[C:2]2[CH:7]=[C:6]([CH2:8][NH:9][C:10]([CH:12]2[CH2:13][CH2:14][CH2:15][CH2:16]2)=[O:11])[CH:5]=1. Procedure details: The title compound was prepared in accordance with the general method of example 365 from cyclopentanecarboxylic acid (2,6-diamino-pyridin-4-ylmethyl)-amide, o-mesitylene-sulfonylhydroxylamine, and 5-methyl-2-furaldehyde. The purification was performed with column chromatography on silica eluting with dichloromethane/ethylacetate 1:2.